This data is from the Open Reaction Database (ORD), a public repository of structured organic reaction records. The task is: describe an organic reaction: reactants, conditions, products, and yield The reactants are N1(CCCC1)S(=O)(=O)Cl (Pyrrolidine-1-sulfonyl chloride), NC=1C=C(C=C(C1)F)C=1C=CC=2N=CN=C(C2N1)NC(OC(C)(C)C)=O (tert-butyl 6-(3-amino-5-fluorophenyl)pyrido[3,2-d]pyrimidin-4-ylcarbamate). Solvent: N1=CC=CC=C1 (pyridine). Conditions: temperature 60 celsius, time 4 hour. Yields the product FC=1C=C(C=C(C1)NS(=O)(=O)N1CCCC1)C=1C=CC=2N=CN=C(C2N1)NC(OC(C)(C)C)=O (tert-Butyl 6-(3-fluoro-5-(pyrrolidine-1-sulfonamido)phenyl)pyrido[3,2-d]pyrimidin-4-ylcarbamate). Yield: 60.9%. As a reaction SMILES: [N:1]1([S:6](Cl)(=[O:8])=[O:7])[CH2:5][CH2:4][CH2:3][CH2:2]1.[NH2:10][C:11]1[CH:12]=[C:13]([C:18]2[CH:19]=[CH:20][C:21]3[N:22]=[CH:23][N:24]=[C:25]([NH:28][C:29](=[O:35])[O:30][C:31]([CH3:34])([CH3:33])[CH3:32])[C:26]=3[N:27]=2)[CH:14]=[C:15]([F:17])[CH:16]=1>N1C=CC=CC=1>[F:17][C:15]1[CH:14]=[C:13]([C:18]2[CH:19]=[CH:20][C:21]3[N:22]=[CH:23][N:24]=[C:25]([NH:28][C:29](=[O:35])[O:30][C:31]([CH3:33])([CH3:32])[CH3:34])[C:26]=3[N:27]=2)[CH:12]=[C:11]([NH:10][S:6]([N:1]2[CH2:5][CH2:4][CH2:3][CH2:2]2)(=[O:8])=[O:7])[CH:16]=1. Procedure: Pyrrolidine-1-sulfonyl chloride (CAS 1689-02-7) (56 mg, 0.92 mmol) was added to a solution of tert-butyl 6-(3-amino-5-fluorophenyl)pyrido[3,2-d]pyrimidin-4-ylcarbamate (33-A) (300 mg, 0.84 mmol) in pyridine at ice bath. After the reaction mixture was stirred at 60° C. for 4 h, it was partitioned between water and EtOAc and purified by prep-TLC (PE:EtOAc=2:1) to give title product (250 mg, 61%). Starting materials: C(C=C)C1C2(OCCO2)CCOC1 (6-(prop-2-en-1-yl)-1,4,8-trioxaspiro[4.5]decane), I(=O)(=O)(=O)[O-].[Na+] (sodium periodate), C(C=C)C1COCCC1=O (3-(prop-2-en-1-yl)tetrahydro-4H-pyran-4-one), C(CO)O (ethylene glycol), O.C1(=CC=C(C=C1)S(=O)(=O)O)C (p-toluenesulfonic acid monohydrate). Reagents/catalysts: [Os](=O)(=O)(=O)=O (osmium tetraoxide). Solvent: C1CCOC1 (THF), O (water), C1(=CC=CC=C1)C (toluene). Reaction conditions: temperature 120 celsius, time 2 hour. Yields the product O1CCOC12C(COCC2)CC=O (1,4,8-trioxaspiro[4.5]dec-6-ylacetaldehyde). Reaction SMILES: C(C1C(=O)CC[O:6]C1)C=C.C(O)CO.O.C1(C)C=CC(S(O)(=O)=O)=CC=1.[CH2:27]([CH:30]1[CH2:39][O:38][CH2:37][CH2:36][C:31]21[O:35][CH2:34][CH2:33][O:32]2)[CH:28]=C.I([O-])(=O)(=O)=O.[Na+]>C1(C)C=CC=CC=1.C1COCC1.O.[Os](=O)(=O)(=O)=O>[O:35]1[C:31]2([CH2:36][CH2:37][O:38][CH2:39][CH:30]2[CH2:27][CH:28]=[O:6])[O:32][CH2:33][CH2:34]1 |f:2.3,5.6|. Procedure details: A mixture of 3-(prop-2-en-1-yl)tetrahydro-4H-pyran-4-one (1.00 g, 7.13 mmol), ethylene glycol (0.597 mL, 10.70 mmol) and p-toluenesulfonic acid monohydrate (0.136 g, 0.713 mmol) in toluene (30 mL) was heated to 120° C. overnight. The reaction was then cooled to rt and concentrated. The residue was purified via column chromatography and used in the next step. To a mixture of 6-(prop-2-en-1-yl)-1,4,8-trioxaspiro[4.5]decane (0.840 g, 4.56 mmol) and osmium tetraoxide (2.5 wt % in T-BuOH, 0.551 mL, 0... Reactants: C(CCCCCCCCCCCCCCC)NC1=CC=C(C(=O)OC=CC(=O)OCC)C=C1 (2-(ethoxycarbonyl)-vinyl 4-(hexadecylamino)benzoate), Pd(C), [H][H] (hydrogen). Run in O1CCCC1 (tetrahydrofuran). Yields the product C(CCCCCCCCCCCCCCC)NC1=CC=C(C(=O)OCCC(=O)OCC)C=C1 (2-(ethoxycarbonyl)ethyl 4-(hexadecylamino)benzoate). As a reaction SMILES: [CH2:1]([NH:17][C:18]1[CH:33]=[CH:32][C:21]([C:22]([O:24][CH:25]=[CH:26][C:27]([O:29][CH2:30][CH3:31])=[O:28])=[O:23])=[CH:20][CH:19]=1)[CH2:2][CH2:3][CH2:4][CH2:5][CH2:6][CH2:7][CH2:8][CH2:9][CH2:10][CH2:11][CH2:12][CH2:13][CH2:14][CH2:15][CH3:16].[H][H]>O1CCCC1>[CH2:1]([NH:17][C:18]1[CH:19]=[CH:20][C:21]([C:22]([O:24][CH2:25][CH2:26][C:27]([O:29][CH2:30][CH3:31])=[O:28])=[O:23])=[CH:32][CH:33]=1)[CH2:2][CH2:3][CH2:4][CH2:5][CH2:6][CH2:7][CH2:8][CH2:9][CH2:10][CH2:11][CH2:12][CH2:13][CH2:14][CH2:15][CH3:16]. Reported procedure: A solution of 4 g. (8.7 m moles) 2-(ethoxycarbonyl)-vinyl 4-(hexadecylamino)benzoate and 400 mg. 10% Pd(C) in 100 ml. tetrahydrofuran is hydrogenated at 50 psi until hydrogen uptake stops. The catalyst is filtered, the solution is evaporated, and the residue is crystallized from acetonitrile to yield 2-(ethoxycarbonyl)ethyl 4-(hexadecylamino)benzoate. The reactants are C(C)(=O)OCC (ethyl acetate), C(C)OC(C1=CC=C(C=C1)SC(CC1=CC(=CC=C1)C=1C=C(C=C2C=CC=NC12)C(C)(C)S(=O)(=O)C)C1=CC=C(C=C1)S(=O)(=O)C)=O (4-[2-{3-[6-(1-Methanesulfonyl-1-methyl-ethyl)-quinolin-8-yl]-phenyl}-1-(4-methanesulfonyl-phenyl)-ethylsulfanyl]-benzoic acid ethyl ester), CeCl3, C[Mg]Br (Methylmagnesium bromide). The solvent is [Cl-].[NH4+] (ammonium chloride), C1CCOC1 (THF). Run at temperature -78 celsius. Yields the product CS(=O)(=O)C(C)(C)C=1C=C2C=CC=NC2=C(C1)C=1C=C(C=CC1)CC(C1=CC=C(C=C1)S(=O)(=O)C)SC1=CC=C(C=C1)C(C)(C)O (2-{4-[2-{3-[6-(1-Methanesulfonyl-1-methyl-ethyl)-quinolin-8-yl]-phenyl}-1-(4-methanesulfonyl-phenyl)-ethylsulfanyl]-phenyl}-propan-2-ol). RXN SMILES: C(OC(=O)[C:5]1[CH:10]=[CH:9][C:8]([S:11][CH:12]([C:37]2[CH:42]=[CH:41][C:40]([S:43]([CH3:46])(=[O:45])=[O:44])=[CH:39][CH:38]=2)[CH2:13][C:14]2[CH:19]=[CH:18][CH:17]=[C:16]([C:20]3[CH:21]=[C:22]([C:30]([S:33]([CH3:36])(=[O:35])=[O:34])([CH3:32])[CH3:31])[CH:23]=[C:24]4[C:29]=3[N:28]=[CH:27][CH:26]=[CH:25]4)[CH:15]=2)=[CH:7][CH:6]=1)C.[CH3:48][Mg]Br.C([O:54][CH2:55][CH3:56])(=O)C>C1COCC1.[Cl-].[NH4+]>[CH3:36][S:33]([C:30]([C:22]1[CH:23]=[C:24]2[C:29](=[C:20]([C:16]3[CH:15]=[C:14]([CH2:13][CH:12]([S:11][C:8]4[CH:7]=[CH:6][C:5]([C:55]([OH:54])([CH3:56])[CH3:48])=[CH:10][CH:9]=4)[C:37]4[CH:38]=[CH:39][C:40]([S:43]([CH3:46])(=[O:44])=[O:45])=[CH:41][CH:42]=4)[CH:19]=[CH:18][CH:17]=3)[CH:21]=1)[N:28]=[CH:27][CH:26]=[CH:25]2)([CH3:32])[CH3:31])(=[O:34])=[O:35] |f:4.5|. Procedure: A solution of Example 40 (280 mg, 0.4 mmol) and anhydrous CeCl3 (150 mg, 0,5 mmol) in THF (5 mL) was stirred at 21° C. for 1 h, then cooled at −78° C. Methylmagnesium bromide (3M, Ether, 0.6 mL, 2.1 mmol) was added and the resulting reaction mixture warmed slowly to 0° C., then diluted with a saturated ammonium chloride solution and ethyl acetate. The organic extracts were washed (H2O), (brine), dried (MgSO4), filtered and concentrated. Purification by flash chromatography (eluting with hexane/e... The reactants are resultant mixture, P(=O)(Cl)(Cl)Cl (phosphorus oxychloride), CN(C1=CC=CC=C1)C=O (N-methylformanilide), ClC=1C=C2C=C(NC2=CC1)C(=O)OCC (ethyl 5-chloroindole-2-carboxylate), C(C)(=O)[O-].[Na+] (sodium acetate). Solvent: ClCCCl (1,2-dichloroethane). Run at time 15 minute. Yields the product ClC=1C=C2C(=C(NC2=CC1)C(=O)OCC)C=O (Ethyl 5-chloro-3-formylindole-2-carboxylate). The yield is 79.1%. Reaction SMILES: P(Cl)(Cl)(Cl)=O.CN([CH:14]=[O:15])C1C=CC=CC=1.[Cl:16][C:17]1[CH:18]=[C:19]2[C:23](=[CH:24][CH:25]=1)[NH:22][C:21]([C:26]([O:28][CH2:29][CH3:30])=[O:27])=[CH:20]2.C([O-])(=O)C.[Na+]>ClCCCl>[Cl:16][C:17]1[CH:18]=[C:19]2[C:23](=[CH:24][CH:25]=1)[NH:22][C:21]([C:26]([O:28][CH2:29][CH3:30])=[O:27])=[C:20]2[CH:14]=[O:15] |f:3.4|. Reported procedure: After phosphorus oxychloride (2.0 ml) was added to N-methylformanilide (2.9 g), and the mixture was stirred for 15 minutes, 1,2-dichloroethane (50 ml) and ethyl 5-chloroindole-2-carboxylate (4.0 g) were added, and the resultant mixture was heated under reflux for 1 hour. The reaction mixture was poured into an aqueous solution (28 ml) of sodium acetate (14 g) under ice cooling. After stirring for 18 hours, insoluble matter was collected by filtration. This product was successively washed with wa... Starting materials: C(C1=CC=CC=C1)OC([C@H](CC1=CC=C(C=C1)C1=CC(=CC=C1)Cl)N[C@@H](C)C(=O)O)=O ((S)-2-((S)-1-carboxy-ethylamino)-3-(3′-chloro-biphenyl-4-yl)-propionic acid benzyl ester), ClC(Cl)(OC(OC(Cl)(Cl)Cl)=O)Cl (triphosgene), CS(=O)(=O)N (methanesulfonamide). The solvent is C(Cl)Cl (DCM), C(=O)(O)[O-].[Na+] (NaHCO3), CCOC(=O)C (EtOAc), CCOC(=O)C (EtOAc). Reaction conditions: time 0.5 hour. Product: C(C1=CC=CC=C1)OC([C@H](CC1=CC=C(C=C1)C1=CC(=CC=C1)Cl)N[C@H](C(=O)NS(=O)(=O)C)C)=O ((S)-3-(3′-chloro-biphenyl-4-yl)-2-((S)-2-methanesulfonylamino-1-methyl-2-oxo-ethylamino)-propionic acid benzyl ester). As a reaction SMILES: [CH2:1]([O:8][C:9](=[O:31])[C@@H:10]([NH:25][C@H:26]([C:28](O)=[O:29])[CH3:27])[CH2:11][C:12]1[CH:17]=[CH:16][C:15]([C:18]2[CH:23]=[CH:22][CH:21]=[C:20]([Cl:24])[CH:19]=2)=[CH:14][CH:13]=1)[C:2]1[CH:7]=[CH:6][CH:5]=[CH:4][CH:3]=1.ClC(Cl)(OC(=O)OC(Cl)(Cl)Cl)Cl.[CH3:44][S:45]([NH2:48])(=[O:47])=[O:46]>C(Cl)Cl.C([O-])(O)=O.[Na+].CCOC(C)=O>[CH2:1]([O:8][C:9](=[O:31])[C@@H:10]([NH:25][C@@H:26]([CH3:27])[C:28]([NH:48][S:45]([CH3:44])(=[O:47])=[O:46])=[O:29])[CH2:11][C:12]1[CH:17]=[CH:16][C:15]([C:18]2[CH:23]=[CH:22][CH:21]=[C:20]([Cl:24])[CH:19]=2)=[CH:14][CH:13]=1)[C:2]1[CH:7]=[CH:6][CH:5]=[CH:4][CH:3]=1 |f:4.5|. Procedure details: To a solution of (S)-2-((S)-1-carboxy-ethylamino)-3-(3′-chloro-biphenyl-4-yl)-propionic acid benzyl ester (600 mg, 1.37 mmol) in DCM (7 mL) and saturated aqueous NaHCO3 solution (2mL) was added triphosgene (407 mg, 1.37 mmol). After being stirred for 0.5 hours, the reaction mixture was diluted with EtOAc and stirred for additional 0.5 hours until generation of gas was completed. The organic layer was separated, washed with brine and concentrated. This was dissolved in DCM (7 mL) and methanesulfo... Starting materials: CCCCC12CCC(=O)C(c3ccc(OCOC)cc3)=C1c1ccc(OC)cc1C2, CO, CCOC(C)=O, Cl. Yields the product CCCCC12CCC(=O)C(c3ccc(O)cc3)=C1c1ccc(OC)cc1C2. Reaction SMILES: [CH2:1]([CH2:2][CH2:3][CH3:4])[C:5]12[CH2:6][c:7]3[cH:8][c:9]([O:29][CH3:30])[cH:10][cH:11][c:12]3[C:13]1=[C:14]([c:19]1[cH:20][cH:21][c:22]([O:25][CH2:26][O:27][CH3:28])[cH:23][cH:24]1)[C:15](=[O:18])[CH2:16][CH2:17]2.[CH3:32][OH:33].[CH3:34][CH2:35][O:36][C:37]([CH3:38])=[O:39].[ClH:31]>>[CH2:1]([CH2:2][CH2:3][CH3:4])[C:5]12[CH2:6][c:7]3[cH:8][c:9]([O:29][CH3:30])[cH:10][cH:11][c:12]3[C:13]1=[C:14]([c:19]1[cH:20][cH:21][c:22]([OH:25])[cH:23][cH:24]1)[C:15](=[O:18])[CH2:16][CH2:17]2. The reactants are [OH-].[Li+] (lithium hydroxide), CC1=NN(C(N1C)=O)CC(=O)OC (methyl (3,4-dimethyl-5-oxo-4,5-dihydro-1H-1,2,4-triazol-1-yl)acetate), Cl (hydrochloric acid). Run in O (water), O1CCCC1 (tetrahydrofuran). Conditions: time 16 hour. Yields the product CC1=NN(C(N1C)=O)CC(=O)O ((3,4-Dimethyl-5-oxo-4,5-dihydro-1H-1,2,4-triazol-1-yl)acetic acid). As a reaction SMILES: [CH3:1][C:2]1[N:6]([CH3:7])[C:5](=[O:8])[N:4]([CH2:9][C:10]([O:12]C)=[O:11])[N:3]=1.[OH-].[Li+].Cl>O1CCCC1.O>[CH3:1][C:2]1[N:6]([CH3:7])[C:5](=[O:8])[N:4]([CH2:9][C:10]([OH:12])=[O:11])[N:3]=1 |f:1.2|. Procedure details: 593 mg of methyl (3,4-dimethyl-5-oxo-4,5-dihydro-1H-1,2,4-triazol-1-yl)acetate (Va-6) are dissolved in 5 ml of tetrahydrofuran, and 134 mg of lithium hydroxide in 2 ml of water are added. The mixture is stirred at room temperature for 16 hours, acidified with 1N hydrochloric acid and extracted with ethyl acetate. The organic phase is dried over sodium sulphate and the solvent is removed under reduced pressure. This gives 167 mg of (3,4-dimethyl-5-oxo-4,5-dihydro-1H-1,2,4-triazol-1-yl)acetic acid... Starting materials: BrC1=CC=C(C=C1)C1=C(C(=NO1)C)C(C(=O)O)O ([5-(4-bromo-phenyl)-3-methyl-isoxazol-4-yl]-hydroxy-acetic acid), CNCC1=CC=CC=C1 (N-methyl-benzylamine). Yields the product C(C1=CC=CC=C1)N(C(C(O)C=1C(=NOC1C1=CC=C(C=C1)Br)C)=O)C (N-Benzyl-2-[5-(4-bromo-phenyl)-3-methyl-isoxazol-4-yl]-2-hydroxy-N-methyl-acetamide). As a reaction SMILES: [Br:1][C:2]1[CH:7]=[CH:6][C:5]([C:8]2[O:12][N:11]=[C:10]([CH3:13])[C:9]=2[CH:14]([OH:18])[C:15]([OH:17])=O)=[CH:4][CH:3]=1.[CH3:19][NH:20][CH2:21][C:22]1[CH:27]=[CH:26][CH:25]=[CH:24][CH:23]=1>>[CH2:21]([N:20]([CH3:19])[C:15](=[O:17])[CH:14]([C:9]1[C:10]([CH3:13])=[N:11][O:12][C:8]=1[C:5]1[CH:4]=[CH:3][C:2]([Br:1])=[CH:7][CH:6]=1)[OH:18])[C:22]1[CH:27]=[CH:26][CH:25]=[CH:24][CH:23]=1. Procedure details: Prepared according to the procedure described in Example 33, Step 4, using [5-(4-bromo-phenyl)-3-methyl-isoxazol-4-yl]-hydroxy-acetic acid and N-methyl-benzylamine. Reactants: [N+](=O)([O-])C1=CC=C(C=C1)C(C(F)(F)F)(F)F (1-Nitro-4-(1,1,2,2,2-pentafluoroethyl)benzene), FC(C(F)(F)F)(C1=C(C=C(C=C1)N)OCCN1CCCC1)F (4-pentafluoroethyl-3-(2-pyrrolidin-1-yl-ethoxy)-phenylamine). Yields the product FC(C(F)(F)F)(F)C1=CC=C(C=C1)N (4-(1,1,2,2,2-Pentafluoroethyl)phenylamine). RXN SMILES: [N+:1]([C:4]1[CH:9]=[CH:8][C:7]([C:10]([F:16])([F:15])[C:11]([F:14])([F:13])[F:12])=[CH:6][CH:5]=1)([O-])=O.FC(F)(C1C=CC(N)=CC=1OCCN1CCCC1)C(F)(F)F>>[F:15][C:10]([C:7]1[CH:8]=[CH:9][C:4]([NH2:1])=[CH:5][CH:6]=1)([F:16])[C:11]([F:12])([F:14])[F:13]. Reported procedure: 4-(1,1,2,2,2-Pentafluoroethyl)phenylamine was prepared from 1-Nitro-4-(1,1,2,2,2-pentafluoroethyl)benzene similar to the procedure in preparation of 4-pentafluoroethyl-3-(2-pyrrolidin-1-yl-ethoxy)-phenylamine.